This data is from the Open Reaction Database (ORD), a public repository of structured organic reaction records. The task is: describe an organic reaction: reactants, conditions, products, and yield Reactants: C1CCOC1, CC(=O)O, c1cc(SCCOC2CCCCO2)ccn1, O. Yields the product OCCSc1ccncc1. Reaction SMILES: [CH2:21]1[O:22][CH2:23][CH2:24][CH2:25]1.[CH3:17][C:18](=[O:19])[OH:20].[O:1]1[CH2:2][CH2:3][CH2:4][CH2:5][CH:6]1[O:7][CH2:8][CH2:9][S:10][c:11]1[cH:12][cH:13][n:14][cH:15][cH:16]1.[OH2:26]>>[OH:7][CH2:8][CH2:9][S:10][c:11]1[cH:12][cH:13][n:14][cH:15][cH:16]1. As a reaction SMILES: [CH3:1][CH:2]1[CH2:5][O:4][CH:3]1CO.[H-].[Na+].[H][H].[Cl-]>C1COCC1>[CH2:3]([O:4][CH2:5][C:2]1([CH3:1])[CH2:3][O:4][CH2:5]1)[CH:2]=[CH2:1] |f:1.2|. Procedure details: The 3-methyl oxetanemethanol (1 mole) is dissolved in THF (500 mL) and fed into 60% sodium hydride dispersion (1.1 mole) in THF (500 mL) at 0° C. Following evolution of hydrogen gas the ally chloride (1.1 mole) is added to the reaction at room temperature. The reaction is aged for 2-4 hrs. The reaction is quenched when GC analysis indicates less than 10% starting alcohol is present. The reaction mass is washed with 10% aqueous sodium chloride solution. The crude reaction mass is purified by frac... Starting materials: [H-].[Na+] (sodium hydride), [Cl-] (chloride), CC1C(OC1)CO (3-methyl oxetanemethanol), [H][H] (hydrogen). The product is C(C=C)OCC1(COC1)C (3-allyloxymethyl-3-methyl-oxetane). Conditions: time 3 hour. Yield: 160.3%. Solvent: C1CCOC1 (THF), C1CCOC1 (THF). The reactants are BrCC1CO1, C1COCCO1, [Na+], [OH-], Sc1ccccc1. Yields the product c1ccc(SCC2CO2)cc1. As a reaction SMILES: [Br:8][CH2:9][CH:10]1[CH2:11][O:12]1.[CH2:15]1[O:16][CH2:17][CH2:18][O:19][CH2:20]1.[Na+:14].[OH-:13].[SH:1][c:2]1[cH:3][cH:4][cH:5][cH:6][cH:7]1>>[S:1]([c:2]1[cH:3][cH:4][cH:5][cH:6][cH:7]1)[CH2:9][CH:10]1[CH2:11][O:12]1. Starting materials: Sc1ccccc1Br, CC(C)=CCBr, O=C([O-])[O-], [K+], [K+], CN(C)C=O, O. The product is CC(C)=CCSc1ccccc1Br. Reaction SMILES: [Br:1][c:2]1[c:3]([SH:8])[cH:4][cH:5][cH:6][cH:7]1.[Br:20][CH2:21][CH:22]=[C:23]([CH3:24])[CH3:25].[C:14](=[O:15])([O-:16])[O-:17].[K+:18].[K+:19].[O:9]=[CH:10][N:11]([CH3:12])[CH3:13].[OH2:26]>>[Br:1][c:2]1[c:3]([S:8][CH2:21][CH:22]=[C:23]([CH3:24])[CH3:25])[cH:4][cH:5][cH:6][cH:7]1. The reactants are CCCCC(C)(C)C(=O)NCC(O)C(CC(Cc1ccc2cnn(CCCOC)c2c1)C(C)C)NC(=O)OC(C)(C)C, CO, Cl. Yields the product CCCCC(C)(C)C(=O)NCC(O)C(N)CC(Cc1ccc2cnn(CCCOC)c2c1)C(C)C. Reaction SMILES: [CH3:1][C:2]([C:3](=[O:4])[NH:5][CH2:6][CH:7]([CH:8]([CH2:9][CH:10]([CH:11]([CH3:12])[CH3:13])[CH2:14][c:15]1[cH:16][cH:17][c:18]2[cH:19][n:20][n:21]([CH2:24][CH2:25][CH2:26][O:27][CH3:28])[c:22]2[cH:23]1)[NH:29][C:30](=[O:31])[O:32][C:33]([CH3:34])([CH3:35])[CH3:36])[OH:37])([CH2:38][CH2:39][CH2:40][CH3:41])[CH3:42].[CH3:44][OH:45].[ClH:43]>>[CH3:1][C:2]([C:3](=[O:4])[NH:5][CH2:6][CH:7]([CH:8]([CH2:9][CH:10]([CH:11]([CH3:12])[CH3:13])[CH2:14][c:15]1[cH:16][cH:17][c:18]2[cH:19][n:20][n:21]([CH2:24][CH2:25][CH2:26][O:27][CH3:28])[c:22]2[cH:23]1)[NH2:29])[OH:37])([CH2:38][CH2:39][CH2:40][CH3:41])[CH3:42]. Starting materials: C(C)(C)OC1=C(C=C(C=C1)C1=NOC(=N1)C1=C(C=C(C=C1)CCC(=O)OC)C)C(F)(F)F (Methyl 3-(4-(3-(4-(isopropoxy)-3-(trifluoromethyl)phenyl)-1,2,4-oxadiazol-5-yl)-3-methylphenyl)propanoate), [OH-].[Na+] (NaOH). Run in CCO (EtOH). Reaction conditions: time 8 hour. Yields the product C(C)(C)OC1=C(C=C(C=C1)C1=NOC(=N1)C1=C(C=C(C=C1)CCC(=O)O)C)C(F)(F)F (3-(4-(3-(4-Isopropoxy-3-(trifluoromethyl)phenyl)-1,2,4-oxadiazol-5-yl)-3-methylphenyl)propanoic acid). Yield: 72.3%. Reaction SMILES: [CH:1]([O:4][C:5]1[CH:10]=[CH:9][C:8]([C:11]2[N:15]=[C:14]([C:16]3[CH:21]=[CH:20][C:19]([CH2:22][CH2:23][C:24]([O:26]C)=[O:25])=[CH:18][C:17]=3[CH3:28])[O:13][N:12]=2)=[CH:7][C:6]=1[C:29]([F:32])([F:31])[F:30])([CH3:3])[CH3:2].[OH-].[Na+]>CCO>[CH:1]([O:4][C:5]1[CH:10]=[CH:9][C:8]([C:11]2[N:15]=[C:14]([C:16]3[CH:21]=[CH:20][C:19]([CH2:22][CH2:23][C:24]([OH:26])=[O:25])=[CH:18][C:17]=3[CH3:28])[O:13][N:12]=2)=[CH:7][C:6]=1[C:29]([F:30])([F:31])[F:32])([CH3:3])[CH3:2] |f:1.2|. Procedure details: To a solution of 33 mg (0.07 mmol) of methyl 3-(4-(3-(4-isopropoxy-3-(trifluoromethyl)phenyl)-1,2,4-oxadiazol-5-yl)-3-methylphenyl)propanoate (from Step D) in 2.0 mL of EtOH was added 200 μL (1.0 mmol) of 5.0 N NaOH. The mixture was stirred at rt overnight. Purification by HPLC B gave 22 mg of the title compound: 1H NMR (500 MHz, CD3OD) δ 1.40 (d, J=6.0, 6H), 2.66 (t, J=7.7, 2H), 2.74 (s, 3H), 2.99 (t, J=7.6, 2H), 4.87 (m, 1H), 7.28-7.37 (m, 3H), 8.06 (d, J=8.0, 1H), 8.30-8.31 (m, 2H). Yields the product ClC1=C(C=C(C(=O)NCC2CCN(CC2)CC2=CC(=NO2)C2=CC=CC=C2)C=C1)OC (4-chloro-3-methoxy-N-({1-[(3-phenyl-5-isoxazolyl)methyl]-4-piperidinyl}methyl)benzamide). Reaction conditions: time 5 minute. Yield: 45.7%. The solvent is C(C)(=O)OCC (ethyl acetate), ClCCl (dichloromethane). Reactants: ClC1=C(C=C(C(=O)O)C=C1)OC (4-chloro-3-methoxybenzoic acid), C(C)N=C=NCCCN(C)C (1-ethyl-3-(3′-dimethylaminopropyl)carbodiimide), O.ON1N=NC2=C1C=CC=C2 (1-hydroxybenzotriazole hydrate), C(C)(C)N(CC)C(C)C (diisopropylethylamine), hydrochloride salt, C1(=CC=CC=C1)C1=NOC(=C1)CN1CCC(CC1)CN (1-{1-[(3-phenyl-5-isoxazolyl)methyl]-4-piperidinyl}methanamine). Reaction SMILES: [Cl:1][C:2]1[CH:10]=[CH:9][C:5]([C:6]([OH:8])=O)=[CH:4][C:3]=1[O:11][CH3:12].C(N=C=NCCCN(C)C)C.O.ON1C2C=CC=CC=2N=N1.C(N(C(C)C)CC)(C)C.[C:44]1([C:50]2[CH:54]=[C:53]([CH2:55][N:56]3[CH2:61][CH2:60][CH:59]([CH2:62][NH2:63])[CH2:58][CH2:57]3)[O:52][N:51]=2)[CH:49]=[CH:48][CH:47]=[CH:46][CH:45]=1>ClCCl.C(OCC)(=O)C>[Cl:1][C:2]1[CH:10]=[CH:9][C:5]([C:6]([NH:63][CH2:62][CH:59]2[CH2:58][CH2:57][N:56]([CH2:55][C:53]3[O:52][N:51]=[C:50]([C:44]4[CH:49]=[CH:48][CH:47]=[CH:46][CH:45]=4)[CH:54]=3)[CH2:61][CH2:60]2)=[O:8])=[CH:4][C:3]=1[O:11][CH3:12] |f:2.3|. Procedure details: To a solution of 4-chloro-3-methoxybenzoic acid (65 mg) in dichloromethane (4 mL) was added 1-ethyl-3-(3′-dimethylaminopropyl)carbodiimide (67 mg), 1-hydroxybenzotriazole hydrate (58 mg), and diisopropylethylamine (0.25 mL). The mixture was stirred at room temperature for five minutes and then the hydrochloride salt of the compound prepared in Example 9 (100 mg) was added. The reaction mixture was stirred at room temperature for 16 hours. The organic phase was diluted with ethyl acetate, washed ... Starting materials: C(C1=CC=CC=C1)#N (Benzonitrile), BrC=1C=C(C[Mg]Br)C=CC1 (3-bromobenzylmagnesium bromide), [H-].[Al+3].[Li+].[H-].[H-].[H-] (Lithium aluminium hydride). Procedure details: Benzonitrile (500 mg, 4.849 mmol) was added dropwise to a solution of 3-bromobenzylmagnesium bromide (0.275 M solution in diethyl ether, 21.1 ml, 5.818 mmol) under an atmosphere of nitrogen at room temperature. The reaction mixture was then heated to reflux for a period of 2 hours then allowed to cool. Lithium aluminium hydride (1.0 M in THF, 4.85 ml, 4.849 mmol) was then added cautiously and the reaction mixture was allowed to heat at reflux for a further 16 hours. Upon cooling, the reaction wa... The product is BrC=1C=C(C=CC1)CC(C1=CC=CC=C1)N (2-(3-Bromo-phenyl)-1-phenyl-ethylamine). Yield: 31.4%. As a reaction SMILES: [C:1](#[N:8])[C:2]1[CH:7]=[CH:6][CH:5]=[CH:4][CH:3]=1.[Br:9][C:10]1[CH:11]=[C:12]([CH:16]=[CH:17][CH:18]=1)[CH2:13][Mg]Br.[H-].[Al+3].[Li+].[H-].[H-].[H-]>>[Br:9][C:10]1[CH:11]=[C:12]([CH2:13][CH:1]([NH2:8])[C:2]2[CH:7]=[CH:6][CH:5]=[CH:4][CH:3]=2)[CH:16]=[CH:17][CH:18]=1 |f:2.3.4.5.6.7|. Reactants: CCC1=CC2=CC(=O)CCC2(C)C2CCC3(C)C(C(C)CCCC(C)C)CCC3C12, C1CCOC1, Cc1ccccc1, [Cl-], [Li], N, [NH4+]. Yields the product CCC1C=C2CC(=O)CCC2(C)C2CCC3(C)C(C(C)CCCC(C)C)CCC3C12. As a reaction SMILES: [CH2:1]([CH3:2])[C:3]1=[CH:27][C:26]2=[CH:25][C:24](=[O:28])[CH2:23][CH2:22][C:21]2([CH3:29])[CH:20]2[CH:4]1[CH:5]1[CH2:6][CH2:7][CH:8]([CH:9]([CH2:10][CH2:11][CH2:12][CH:13]([CH3:14])[CH3:15])[CH3:16])[C:17]1([CH3:30])[CH2:18][CH2:19]2.[CH2:42]1[O:43][CH2:44][CH2:45][CH2:46]1.[CH3:31][c:32]1[cH:33][cH:34][cH:35][cH:36][cH:37]1.[Cl-:39].[Li:38].[NH3:41].[NH4+:40]>>[CH2:1]([CH3:2])[CH:3]1[CH:4]2[CH:5]3[CH2:6][CH2:7][CH:8]([CH:9]([CH2:10][CH2:11][CH2:12][CH:13]([CH3:14])[CH3:15])[CH3:16])[C:17]3([CH3:30])[CH2:18][CH2:19][CH:20]2[C:21]2([CH3:29])[CH2:22][CH2:23][C:24](=[O:28])[CH2:25][C:26]2=[CH:27]1.